Dataset: the Open Reaction Database (ORD), a public repository of structured organic reaction records. Task: describe an organic reaction: reactants, conditions, products, and yield Reactants: [Cl-].[In+3].[Cl-].[Cl-] (indium chloride), [Sn](Cl)Cl (tin dichloride), N (ammonia), O (water). The product is [OH-].[Sn+4].[In+3].[OH-].[OH-].[OH-].[OH-].[OH-].[OH-] (indium tin hydroxide). RXN SMILES: [Cl-].[In+3:2].[Cl-].[Cl-].[Sn:5](Cl)Cl.N.[OH2:9]>>[OH-:9].[Sn+4:5].[In+3:2].[OH-:9].[OH-:9].[OH-:9].[OH-:9].[OH-:9].[OH-:9] |f:0.1.2.3,7.8.9.10.11.12.13.14.15|. Reported procedure: An aqueous indium chloride (InCl3) solution (containing 18 g of In metal) (50 mL) was mixed with 3.6 g of tin dichloride (SnCl2·2H2O) and the obtained mixed aqueous solution and an aqueous ammonia (NH3) solution were simultaneously added dropwise in 500 ml of water. After adjusting to pH 7, the mixture was reacted at a liquid temperature of 30° C. for 30 minutes. The thus obtained precipitate was repeatedly subjected to inclination washing with ion-exchange water. After resistivity of the supern... Reactants: CC(C)(C)[O-], Cc1ccccc1, Clc1ccccc1, NCc1ccccc1, [Na+]. Yields the product c1ccc(CNc2ccccc2)cc1. Reaction SMILES: [CH3:16][C:17]([CH3:18])([O-:19])[CH3:20].[CH3:22][c:23]1[cH:24][cH:25][cH:26][cH:27][cH:28]1.[Cl:1][c:2]1[cH:3][cH:4][cH:5][cH:6][cH:7]1.[NH2:8][CH2:9][c:10]1[cH:11][cH:12][cH:13][cH:14][cH:15]1.[Na+:21]>>[c:2]1([NH:8][CH2:9][c:10]2[cH:11][cH:12][cH:13][cH:14][cH:15]2)[cH:3][cH:4][cH:5][cH:6][cH:7]1. The reactants are C1(=CC=CC=C1)P(C1=CC=CC=C1)C1=CC=CC=C1 (triphenylphosphine), ClC1=NC2=CC=CC=C2C(=C1)C (2-Chloro-4-methylquinoline), C1(=CC=CC=C1)B(O)O (phenyl boronic acid), C([O-])([O-])=O.[K+].[K+] (potassium carbonate), solution. Reagents/catalysts: C(C)(=O)[O-].[Pd+2].C(C)(=O)[O-] (palladium(II) acetate). Solvent: C(C)(=O)OCC (ethyl acetate), COCCOC (ethylene glycol dimethyl ether). Product: C1(=CC=CC=C1)C1=NC2=CC=CC=C2C(=C1)C (2-phenyl-4-methylquinoline). Yield: 60.8%. As a reaction SMILES: Cl[C:2]1[CH:11]=[C:10]([CH3:12])[C:9]2[C:4](=[CH:5][CH:6]=[CH:7][CH:8]=2)[N:3]=1.[C:13]1(B(O)O)[CH:18]=[CH:17][CH:16]=[CH:15][CH:14]=1.C1(P(C2C=CC=CC=2)C2C=CC=CC=2)C=CC=CC=1.C(=O)([O-])[O-].[K+].[K+]>C([O-])(=O)C.[Pd+2].C([O-])(=O)C.C(OCC)(=O)C.COCCOC>[C:13]1([C:2]2[CH:11]=[C:10]([CH3:12])[C:9]3[C:4](=[CH:5][CH:6]=[CH:7][CH:8]=3)[N:3]=2)[CH:18]=[CH:17][CH:16]=[CH:15][CH:14]=1 |f:3.4.5,6.7.8|. Procedure: 2-Chloro-4-methylquinoline (5.0 g, 30 mmol) and phenyl boronic acid (4.4 g, 36 mmol) were dissolved into 100 mL of ethylene glycol dimethyl ether. To the stirred reaction was added triphenylphosphine (0.8 g) and palladium(II) acetate, followed by 50 mL of a 2 M solution of potassium carbonate. The reaction was refluxed for 16 hours. After cooling, the aqueous layer was discarded and additional ethyl acetate added. The organics were washed with a saturated solution of sodium chloride and separate... Starting materials: Cl.C(C)(C)C1=CC=C(C=C1)C1C2=C(OC13CCNCC3)C(=C(C(=C2C)O)C)C (3-(4-isopropylphenyl)-4,6,7-trimethylspiro[benzofuran-2(3H),4′-piperidine]-5-ol hydrochloride), C=O (formalin), [OH-].[Na+] (sodium hydroxide). Run in C(=O)O (formic acid). Reaction conditions: temperature 100 celsius, time 15 hour. Yields the product C(C)(C)C1=CC=C(C=C1)C1C2=C(OC13CCN(CC3)C)C(=C(C(=C2C)O)C)C (3-(4-Isopropylphenyl)-1′,4,6,7-tetramethylspiro[benzofuran-2(3H), 4′-piperidine]-5-ol). The yield is 77.0%. Reaction SMILES: Cl.[CH:2]([C:5]1[CH:10]=[CH:9][C:8]([CH:11]2[C:15]3([CH2:20][CH2:19][NH:18][CH2:17][CH2:16]3)[O:14][C:13]3[C:21]([CH3:28])=[C:22]([CH3:27])[C:23]([OH:26])=[C:24]([CH3:25])[C:12]2=3)=[CH:7][CH:6]=1)([CH3:4])[CH3:3].[CH2:29]=O.[OH-].[Na+]>C(O)=O>[CH:2]([C:5]1[CH:6]=[CH:7][C:8]([CH:11]2[C:15]3([CH2:16][CH2:17][N:18]([CH3:29])[CH2:19][CH2:20]3)[O:14][C:13]3[C:21]([CH3:28])=[C:22]([CH3:27])[C:23]([OH:26])=[C:24]([CH3:25])[C:12]2=3)=[CH:9][CH:10]=1)([CH3:4])[CH3:3] |f:0.1,3.4|. Reported procedure: A mixture of 3-(4-isopropylphenyl)-4,6,7-trimethylspiro[benzofuran-2(3H),4′-piperidine]-5-ol hydrochloride (2.80 g, 6.97 mmol), formic acid (30 mL) and 37% formalin (30 mL) was stirred for 15 hours at 100° C. The reaction mixture was cooled to room temperature, made basic with 8N sodium hydroxide solution, and extracted twice with ethyl acetate. The organic layers were combined, washed with an aqueous saturated sodium hydrogencarbonate, dried over magnesium sulfate, filtered, and concentrated un... Starting materials: BrC=1C(=NC=CC1)C(Br)Br (3-bromo-2-dibromomethyl-pyridine), C(CC(O)(C(=O)O)CC(=O)O)(=O)O (citric acid). Run in N1CCOCC1 (morpholine), CCOC(=O)C (EtOAc). Run at temperature 60 celsius. Yields the product BrC=1C(=NC=CC1)C=O (3-bromo-pyridine-2-carbaldehyde). Reaction SMILES: [Br:1][C:2]1[C:3]([CH:8](Br)Br)=[N:4][CH:5]=[CH:6][CH:7]=1.C(O)(=O)CC(CC(O)=O)(C(O)=O)[OH:14]>N1CCOCC1.CCOC(C)=O>[Br:1][C:2]1[C:3]([CH:8]=[O:14])=[N:4][CH:5]=[CH:6][CH:7]=1. Procedure: A suspension of 3-bromo-2-dibromomethyl-pyridine (10.0 g, 30.32 mmole) in morpholine (30.0 mL) was heated to 60° C. for 1 h. The reaction mixture was cooled to rt and diluted with EtOAc (200 mL). The pH was adjusted to 4.0 by adding citric acid (40.0 g). The reaction mixture was then extracted with EtOAc (3×200 mL) and the combined organic layers were dried over Na2SO4 and concentrated under reduced pressure. The residue was purified by column chromatography using silica (100-200 mesh) using 3% ... The reactants are C(C1=CC=CC=C1)OC(=O)N1CCN(C(CC1)=O)[C@H](CCOCC1=CC=CC=C1)C(N(C)C)=O (4-((R)-3-benzyloxy-1-dimethylcarbamoyl-propyl)-5-oxo-[1,4]diazepane-1-carboxylic acid benzyl ester), Cl (hydrochloric acid). The reagents and catalysts are [Pd] (Pd/C). Run in CO (methanol). Reaction conditions: time 16 hour. The product is Cl.OCC[C@H](C(=O)N(C)C)N1CCNCCC1=O ((R)-4-Hydroxy-N,N-dimethyl-2-(7-oxo-[1,4]diazepan-1-yl)-butyramide hydrochloride). Isolated yield 99.0%. As a reaction SMILES: C(OC([N:11]1[CH2:17][CH2:16][C:15](=[O:18])[N:14]([C@@H:19]([C:30](=[O:34])[N:31]([CH3:33])[CH3:32])[CH2:20][CH2:21][O:22]CC2C=CC=CC=2)[CH2:13][CH2:12]1)=O)C1C=CC=CC=1.[ClH:35]>CO.[Pd]>[ClH:35].[OH:22][CH2:21][CH2:20][C@@H:19]([N:14]1[C:15](=[O:18])[CH2:16][CH2:17][NH:11][CH2:12][CH2:13]1)[C:30]([N:31]([CH3:33])[CH3:32])=[O:34] |f:4.5|. Reported procedure: A solution of 1.85 g (4.00 mmol) 4-((R)-3-benzyloxy-1-dimethylcarbamoyl-propyl)-5-oxo-[1,4]diazepane-1-carboxylic acid benzyl ester in 57 ml of methanol was treated with a solution of 3.96 ml of 1 M aq. hydrochloric acid solution and 0.20 g of Pd/C (10%) and was stirred over H2-atmosphere for 16 h. After filtration, the solution was evaporated, dissolved in methanol and evaporated (3×), followed with dichloromethane and evaporated (3×) under reduced pressure to yield 1.10 g (99%) of the titled c... Starting materials: SC1=NC2=CC=CC=C2N=C1C (2-mercapto-3-methylquinoxaline), Cl.C(C)N(C1=C(CCl)C=CC=C1)CC (2-diethylaminobenzyl chloride hydrochloride), [OH-].[Na+] (sodium hydroxide). The solvent is O (water), C(C)O (ethanol). Conditions: time 3 hour. The product is C(C)N(C1=C(CSC2=NC3=CC=CC=C3N=C2C)C=CC=C1)CC (2-(2-diethylaminobenzylthio)-3-methylquinoxaline). Yield: 60.7%. As a reaction SMILES: [OH-].[Na+].[SH:3][C:4]1[C:13]([CH3:14])=[N:12][C:11]2[C:6](=[CH:7][CH:8]=[CH:9][CH:10]=2)[N:5]=1.Cl.[CH2:16]([N:18]([CH2:27][CH3:28])[C:19]1[CH:26]=[CH:25][CH:24]=[CH:23][C:20]=1[CH2:21]Cl)[CH3:17]>O.C(O)C>[CH2:27]([N:18]([CH2:16][CH3:17])[C:19]1[CH:26]=[CH:25][CH:24]=[CH:23][C:20]=1[CH2:21][S:3][C:4]1[C:13]([CH3:14])=[N:12][C:11]2[C:6](=[CH:7][CH:8]=[CH:9][CH:10]=2)[N:5]=1)[CH3:28] |f:0.1,3.4|. Procedure: To a solution of 0.73 g of sodium hydroxide in a mixture of 2 ml of water and 50 ml of ethanol were added successively 1.5 g of 2-mercapto-3-methylquinoxaline and 1.99 g of 2-diethylaminobenzyl chloride hydrochloride. The resulting mixture was stirred at room temperature for 3 hrs., and the solvent was removed under reduced pressure. The residue was extracted with ethyl acetate. The organic layer was washed successively with 5% aqueous sodium hydroxide solution, water and saturated aqueous sodiu...